Dataset: the Open Reaction Database (ORD), a public repository of structured organic reaction records. Task: describe an organic reaction: reactants, conditions, products, and yield The solvent is C1CCOC1 (THF). Conditions: temperature 60 celsius. Yields the product N(=[N+]=[N-])CC1=C(N=CN1C(C1=CC=CC=C1)(C1=CC=CC=C1)C1=CC=CC=C1)C (5-Azidomethyl-4-methyl-1-tritylimidazole). Reaction SMILES: [C:1]([N:20]1[C:24]([CH2:25]O)=[C:23]([CH3:27])[N:22]=[CH:21]1)([C:14]1[CH:19]=[CH:18][CH:17]=[CH:16][CH:15]=1)([C:8]1[CH:13]=[CH:12][CH:11]=[CH:10][CH:9]=1)[C:2]1[CH:7]=[CH:6][CH:5]=[CH:4][CH:3]=1.C1C=CC(P([N:42]=[N+:43]=[N-:44])(C2C=CC=CC=2)=O)=CC=1.C1CCN2C(=NCCC2)CC1>C1COCC1>[N:42]([CH2:25][C:24]1[N:20]([C:1]([C:14]2[CH:19]=[CH:18][CH:17]=[CH:16][CH:15]=2)([C:8]2[CH:13]=[CH:12][CH:11]=[CH:10][CH:9]=2)[C:2]2[CH:7]=[CH:6][CH:5]=[CH:4][CH:3]=2)[CH:21]=[N:22][C:23]=1[CH3:27])=[N+:43]=[N-:44]. Reactants: C(C1=CC=CC=C1)(C1=CC=CC=C1)(C1=CC=CC=C1)N1C=NC(=C1CO)C (1-trityl-4-methyl-5-imidazolemethanol), C=1C=CC(=CC1)P(=O)(C=2C=CC=CC2)N=[N+]=[N-] (DPPA), C1CCC2=NCCCN2CC1 (DBU). Procedure details: To a solution of 1-trityl-4-methyl-5-imidazolemethanol (3.7 g, 10 mmol) and DPPA (3.0 ml, 13 mmol) in THF (100 ml) was added DBU (2.0 ml, 13 mmol). The resulting solution was heated to 60° C. for 2 h. The solvents were removed in vacuo and the residue purified by flash chromatography (2:1 hexane/ethyl acetate) to give of the title compound. 1H NMR (CDCl3) d 1.42 (s, 3 H), 4.22 (s, 2 H), 7.10-7.35 (m, 16 H). Reactants: COC(=O)C1=CNC2=CC(=C(C=C12)B1OCC(CO1)(C)C)Cl (methyl-6-chloro-5-(5,5-dimethyl-1,3,2-dioxaborinan-2-yl)-1H-indole-3-carboxylate), C([O-])([O-])=O.[K+].[K+] (potassium carbonate), BrC1=CC=C(OCC(=O)NC)C=C1 (2-(4-bromophenoxy)-N-methylacetamide). Reaction conditions: temperature 90 celsius. The product is ClC1=C(C=C2C(=CNC2=C1)C=O)C1=CC=C(OCC(=O)NC)C=C1 (2-[4-(6-chloro-3-formyl-1H-indol-5-yl)phenoxy]-N-methylacetamide). The yield is 72.9%. As a reaction SMILES: CO[C:3]([C:5]1[C:13]2[C:8](=[CH:9][C:10]([Cl:22])=[C:11](B3OCC(C)(C)CO3)[CH:12]=2)[NH:7][CH:6]=1)=[O:4].C(=O)([O-])[O-].[K+].[K+].Br[C:30]1[CH:41]=[CH:40][C:33]([O:34][CH2:35][C:36]([NH:38][CH3:39])=[O:37])=[CH:32][CH:31]=1>>[Cl:22][C:10]1[CH:9]=[C:8]2[C:13]([C:5]([CH:3]=[O:4])=[CH:6][NH:7]2)=[CH:12][C:11]=1[C:30]1[CH:41]=[CH:40][C:33]([O:34][CH2:35][C:36]([NH:38][CH3:39])=[O:37])=[CH:32][CH:31]=1 |f:1.2.3|. Procedure: To the slurry of methyl-6-chloro-5-(5,5-dimethyl-1,3,2-dioxaborinan-2-yl)-1H-indole-3-carboxylate (240 mg, 1.0 mmol) was added 2M potassium carbonate (2.5 mL, 5.0 mmol), 2-(4-bromophenoxy)-N-methylacetamide (240 mg, 1.00 mmol) and PddppfCl2 (50 mg, 0.061 mmol). The sealed vial was heated to 90° C. for 30 min. The reaction was cooled to room temperature and quenched with water (20 mL), and then washed three times with ethyl acetate (20 mL). The combined organics were dried and concentrated to giv... The reactants are FC1=C(CN2N=C(C=3C2=NC=CC3)C=3N=C(C(=NC3)N)N)C=CC=C1 (5-[1-(2-Fluorobenzyl)-1H-pyrazolo[3,4-b]pyridin-3-yl]pyrazine-2,3-diamine), C(OC(Cl)(Cl)Cl)(OC(Cl)(Cl)Cl)=O (bis(trichloromethyl) carbonate). Solvent: N1=CC=CC=C1 (pyridine). Conditions: temperature 100 celsius, time 1 hour. Product: FC1=C(CN2N=C(C=3C2=NC=CC3)C=3N=C2C(=NC3)NC(N2)=O)C=CC=C1 (5-[1-(2-Fluorobenzyl)-1H-pyrazolo[3,4-b]pyridin-3-yl]-1,3-dihydro-2H-imidazo[4,5-b]pyrazin-2-one). As a reaction SMILES: [F:1][C:2]1[CH:25]=[CH:24][CH:23]=[CH:22][C:3]=1[CH2:4][N:5]1[C:9]2=[N:10][CH:11]=[CH:12][CH:13]=[C:8]2[C:7]([C:14]2[N:15]=[C:16]([NH2:21])[C:17]([NH2:20])=[N:18][CH:19]=2)=[N:6]1.[C:26](=O)(OC(Cl)(Cl)Cl)[O:27]C(Cl)(Cl)Cl>N1C=CC=CC=1>[F:1][C:2]1[CH:25]=[CH:24][CH:23]=[CH:22][C:3]=1[CH2:4][N:5]1[C:9]2=[N:10][CH:11]=[CH:12][CH:13]=[C:8]2[C:7]([C:14]2[N:15]=[C:16]3[NH:21][C:26](=[O:27])[NH:20][C:17]3=[N:18][CH:19]=2)=[N:6]1. Procedure details: 40 mg (0.12 mmol) of the compound from example 52A were initially charged in pyridine (5.0 ml), then 39 mg (0.13 mmol) of bis(trichloromethyl) carbonate were added and the mixture was stirred at 100° C. for 1 h. The reaction mixture was concentrated, admixed with saturated aqueous sodium hydrogencarbonate solution and extracted twice with ethyl acetate. The collected organic phases were dried over sodium sulfate, filtered and concentrated by rotary evaporation. The residue was separated by means... Starting materials: [Cl-], Cc1cc(F)ccc1-n1c(CF)nc2ccc([N+](=O)[O-])cc2c1=O. Product: Cc1cc(F)ccc1-n1c(CF)nc2ccc(N)cc2c1=O. RXN SMILES: [Cl-:25].[F:1][CH2:2][c:3]1[n:4][c:5]2[cH:6][cH:7][c:8]([N+:22]([O-:23])=[O:24])[cH:9][c:10]2[c:11](=[O:21])[n:12]1-[c:13]1[c:14]([CH3:20])[cH:15][c:16]([F:19])[cH:17][cH:18]1>>[F:1][CH2:2][c:3]1[n:4][c:5]2[cH:6][cH:7][c:8]([NH2:22])[cH:9][c:10]2[c:11](=[O:21])[n:12]1-[c:13]1[c:14]([CH3:20])[cH:15][c:16]([F:19])[cH:17][cH:18]1. Reactants: [Si](C)(C)(C(C)(C)C)N1C(C(C1C(C=C)(C)C)C(C)O)=O (1-(t-butyldimethylsilyl)-3-(1-hydroxyethyl)-4-(1,1-dimethyl-prop-2-enyl)-azetidin-2-one), C(=O)=O.CC(=O)C (dry ice acetone), ClC1=CC(=CC=C1)C(=O)OO (m-chloroperbenzoic acid). Run in C(Cl)Cl (methylene chloride). Yields the product [Si](C)(C)(C(C)(C)C)N1C(C(C1C(C)(C)C(=O)O)C(C)O)=O (1-(t-Butyldimethylsilyl)-3-(1-hydroxyethyl)-4-(1,1-dimethylcarboxymethyl)-azetidin-2-one). RXN SMILES: [Si:1]([N:8]1[CH:11]([C:12](C)([CH3:15])[CH:13]=C)[CH:10]([CH:17]([OH:19])[CH3:18])[C:9]1=[O:20])([C:4]([CH3:7])([CH3:6])[CH3:5])([CH3:3])[CH3:2].[C:21](=[O:23])=[O:22].CC(C)=O.ClC1C=CC=C(C(OO)=O)C=1>C(Cl)Cl>[Si:1]([N:8]1[CH:11]([C:12]([C:21]([OH:23])=[O:22])([CH3:13])[CH3:15])[CH:10]([CH:17]([OH:19])[CH3:18])[C:9]1=[O:20])([C:4]([CH3:5])([CH3:6])[CH3:7])([CH3:3])[CH3:2] |f:1.2|. Procedure details: A solution of 1-(t-butyldimethylsilyl)-3-(1-hydroxyethyl)-4-(1,1-dimethyl-prop-2-enyl)-azetidin-2-one (3.0 mmol) in dry methylene chloride (30 ml) is cooled to -78° C. (dry ice-acetone) and a stream of ozone is bubbled through until the reaction mixture becomes blue. The ozone flow is then stopped and the reaction is purged by bubbling through nitrogen until the blue color disappears. Solid m-chloroperbenzoic acid (3.0 mmol) is added and the cold bath is removed. When the reaction mixture reache... Reactants: C1CCOC1, COc1ccc(CNc2ccc(C#N)cc2Nc2ncc([N+](=O)[O-])c(SC#N)n2)c(OC)c1, CS(C)=O, CCOC(C)=O, CCN(C(C)C)C(C)C, NC1CCOc2c(F)cccc21. Yields the product COc1ccc(CNc2ccc(C#N)cc2Nc2ncc([N+](=O)[O-])c(NC3CCOc4c(F)cccc43)n2)c(OC)c1. As a reaction SMILES: [CH2:59]1[O:60][CH2:61][CH2:62][CH2:63]1.[CH3:22][O:23][c:24]1[c:25]([CH2:26][NH:27][c:28]2[c:29]([NH:36][c:37]3[n:38][cH:39][c:40]([N+:46](=[O:47])[O-:48])[c:41]([S:43][C:44]#[N:45])[n:42]3)[cH:30][c:31]([C:32]#[N:33])[cH:34][cH:35]2)[cH:49][cH:50][c:51]([O:53][CH3:54])[cH:52]1.[CH3:55][S:56]([CH3:57])=[O:58].[CH3:64][CH2:65][O:66][C:67]([CH3:68])=[O:69].[CH:13]([N:14]([CH2:15][CH3:16])[CH:17]([CH3:18])[CH3:19])([CH3:20])[CH3:21].[F:1][c:2]1[cH:3][cH:4][cH:5][c:6]2[c:11]1[O:10][CH2:9][CH2:8][CH:7]2[NH2:12]>>[F:1][c:2]1[cH:3][cH:4][cH:5][c:6]2[c:11]1[O:10][CH2:9][CH2:8][CH:7]2[NH:12][c:41]1[c:40]([N+:46](=[O:47])[O-:48])[cH:39][n:38][c:37]([NH:36][c:29]2[c:28]([NH:27][CH2:26][c:25]3[c:24]([O:23][CH3:22])[cH:52][c:51]([O:53][CH3:54])[cH:50][cH:49]3)[cH:35][cH:34][c:31]([C:32]#[N:33])[cH:30]2)[n:42]1. Reactants: ClC=1SC(=CN1)C(=O)OC(C)C (isopropyl 2-chlorothiazole-5-formate), NC1=NC(=NC(=C1)Br)C (4-amino-6-bromo-2-methylpyrimidine). Yields the product BrC1=CC(=NC(=N1)C)NC=1SC(=CN1)C(=O)OC(C)C (isopropyl 2-(6-bromo-2-methylpyrimidin-4-ylamino)thiazole-5-formate). The yield is 76.9%. As a reaction SMILES: Cl[C:2]1[S:3][C:4]([C:7]([O:9][CH:10]([CH3:12])[CH3:11])=[O:8])=[CH:5][N:6]=1.[NH2:13][C:14]1[CH:19]=[C:18]([Br:20])[N:17]=[C:16]([CH3:21])[N:15]=1>>[Br:20][C:18]1[N:17]=[C:16]([CH3:21])[N:15]=[C:14]([NH:13][C:2]2[S:3][C:4]([C:7]([O:9][CH:10]([CH3:12])[CH3:11])=[O:8])=[CH:5][N:6]=2)[CH:19]=1. Procedure details: Prepared from isopropyl 2-chlorothiazole-5-formate and Compound 9: isopropyl 2-(6-bromo-2-methylpyrimidin-4-ylamino)thiazole-5-formate was yielded (yield: 76.9%). Reactants: C(C)OC(C1=CC=C(C=C1)N)=O (p-aminobenzoic acid ethyl ester), aralkyl ethylphosphonochloridate, C(C1=CC=CC=C1)OC(CCN)=O (β-alanine benzyl ester), compounds 3, C(C)P(OC1=CC=CC=C1)(=O)Cl (phenyl ethyl-phosphonochloridate), C(C)OC(CCN)=O (β-alanine ethyl ester), C(C1=CC=CC=C1)OC(C1=CC=C(C=C1)N)=O (p-aminobenzoic acid benzyl ester). Product: C(C)OC(CCNC([C@H](CC1=CC=CC=C1)OP(=O)CCOCC)=O)=O (N-[(S)2-[(ethoxyethyl phospinyl)oxy]-1-oxo-3-phenylpropyl]β-alanine ethyl ester). RXN SMILES: [CH2:1]([P:3](Cl)(=[O:11])[O:4][C:5]1[CH:10]=CC=CC=1)[CH3:2].[CH2:13]([O:15][C:16](=[O:20])[CH2:17][CH2:18][NH2:19])[CH3:14].[CH2:21](OC(=O)CCN)[C:22]1[CH:27]=[CH:26][CH:25]=[CH:24][CH:23]=1.[CH2:34]([O:36]C(=O)C1C=CC(N)=CC=1)[CH3:35].C([O:53]C(=O)C1C=CC(N)=CC=1)C1C=CC=CC=1>>[CH2:13]([O:15][C:16](=[O:20])[CH2:17][CH2:18][NH:19][C:10](=[O:53])[C@@H:5]([O:4][PH:3]([CH2:1][CH2:2][O:36][CH2:34][CH3:35])=[O:11])[CH2:21][C:22]1[CH:23]=[CH:24][CH:25]=[CH:26][CH:27]=1)[CH3:14]. Reported procedure: Use the same procedure substituting ethyl ethylphosphonochloridate with the appropriate aralkyl ethylphosphonochloridate or phenyl ethyl-phosphonochloridate and when necessary substituting N-(S)-phenyllactoyl) β-alanine ethyl ester with N-(S)-phenyllactoyl) β-alanine benzyl ester, N-(S)-phenyllactoyl) p-aminobenzoic acid ethyl ester or N-(S)-phenyllactoyl) p-aminobenzoic acid benzyl ester and synthesize compounds 3, 6, 8, 11, 13, 16, 18, 21, 23, 31 or 33. Yield: 32.0%. Product: [N+](=O)([O-])C=1C=C2/C(/C(NC(C2=CC1)=O)=O)=C/NC1=CC=C(C=C1)N1CCN(CC1)C ((4Z)-6-Nitro-4-({[4-(4-methylpiperazin-1-yl)phenyl}amino}methylene)isoquinoline-1,3(2H,4H)-dione). Starting materials: BrC=1C=C2/C(/C(NC(C2=CC1)=O)=O)=C/NC1=CC=C(C=C1)N1CCN(CC1)C ((4Z)-6-bromo-4-({[4-(4-methylpiperazin-1-yl)phenyl}amino}methylene)isoquinoline-1,3(2H,4H)-dione), C(OCC)(OCC)OCC (triethyl orthoformate), [N+](=O)([O-])C=1C=C2CC(NC(C2=CC1)=O)=O (6-nitroisoquinoline-1,3(2H,4H)-dione), CN1CCN(CC1)CC1=CC=C(C=C1)N (4-(4-methylpiperazin-1-yl)methyl-phenylamine). Reported procedure: Using the procedure described for (4Z)-6-bromo-4-({[4-(4-methylpiperazin-1-yl)phenyl}amino}methylene)isoquinoline-1,3(2H,4H)-dione (Example 27), 0.21 g (1.0 mmol) of 6-nitroisoquinoline-1,3(2H,4H)-dione, 0.20 g of 4-(4-methylpiperazin-1-yl)methyl-phenylamine, 0.18 ml (1.1 mmol) of triethyl orthoformate, and 2.0 ml of ethylene glycol were reacted to give 0.13 g (32%) of amber solid, mp 250-2600 (dec); MS (ES+) m/z 408.2 (M+H)+1 Solvent: C(CO)O (ethylene glycol). As a reaction SMILES: Br[C:2]1[CH:3]=[C:4]2[C:9](=[CH:10][CH:11]=1)[C:8](=[O:12])[NH:7][C:6](=[O:13])/[C:5]/2=[CH:14]\[NH:15][C:16]1[CH:21]=[CH:20][C:19]([N:22]2[CH2:27][CH2:26][N:25]([CH3:28])[CH2:24][CH2:23]2)=[CH:18][CH:17]=1.[N+:29](C1C=C2C(=CC=1)C(=O)NC(=O)C2)([O-:31])=[O:30].CN1CCN(CC2C=CC(N)=CC=2)CC1.C(OCC)(OCC)OCC>C(O)CO>[N+:29]([C:2]1[CH:3]=[C:4]2[C:9](=[CH:10][CH:11]=1)[C:8](=[O:12])[NH:7][C:6](=[O:13])/[C:5]/2=[CH:14]\[NH:15][C:16]1[CH:21]=[CH:20][C:19]([N:22]2[CH2:27][CH2:26][N:25]([CH3:28])[CH2:24][CH2:23]2)=[CH:18][CH:17]=1)([O-:31])=[O:30].